Dataset: the Open Reaction Database (ORD), a public repository of structured organic reaction records. Task: describe an organic reaction: reactants, conditions, products, and yield The reactants are C(=O)NC=1SC(=C(N1)C(C(=O)OCC)=NOC)Br (ethyl 2-(2-formamido-5-bromothiazol-4-yl)-2-methoxyiminoacetate). The solvent is [OH-].[Na+] (sodium hydroxide). Product: C(=O)NC=1SC(=C(N1)C(C(=O)O)=NOC)Br (2-(2-formamido-5-bromothiazol-4-yl)-2-methoxyiminoacetic acid). Yield: 73.5%. Reaction SMILES: [CH:1]([NH:3][C:4]1[S:5][C:6]([Br:18])=[C:7]([C:9](=[N:15][O:16][CH3:17])[C:10]([O:12]CC)=[O:11])[N:8]=1)=[O:2]>[OH-].[Na+]>[CH:1]([NH:3][C:4]1[S:5][C:6]([Br:18])=[C:7]([C:9](=[N:15][O:16][CH3:17])[C:10]([OH:12])=[O:11])[N:8]=1)=[O:2] |f:1.2|. Procedure: 1N-Aqueous sodium hydroxide (290 ml.) was added dropwise to an aqueous suspension (325 ml.) of ethyl 2-(2-formamido-5-bromothiazol-4-yl)-2-methoxyiminoacetate (syn isomer, 32.5 g.) under ice-cooling, and the mixture was treated in a similar manner to that of Preparation 2-(2) to give 2-(2-formamido-5-bromothiazol-4-yl)-2-methoxyiminoacetic acid (syn isomer, 21.9 g.), m.p. 165° to 167° C. Product: BrCCN1CCN(CC1)C(=O)OC(C)(C)C (tert-Butyl 4-(2-bromoethyl)piperazine-1-carboxylate). Reaction SMILES: [N:1]1([C:7]([O:9][C:10]([CH3:13])([CH3:12])[CH3:11])=[O:8])[CH2:6][CH2:5][NH:4][CH2:3][CH2:2]1.[Br:14][CH2:15][CH2:16]Br.CCN(C(C)C)C(C)C>>[Br:14][CH2:15][CH2:16][N:4]1[CH2:5][CH2:6][N:1]([C:7]([O:9][C:10]([CH3:13])([CH3:12])[CH3:11])=[O:8])[CH2:2][CH2:3]1. Isolated yield 36.0%. Reactants: N1(CCNCC1)C(=O)OC(C)(C)C (tert-butyl piperazine-1-carboxylate), BrCCBr (1,2-dibromoethane), CCN(C(C)C)C(C)C (DIPEA). Reported procedure: A mixture of tert-butyl piperazine-1-carboxylate (5.0 g, 26.9 mmol), 1,2-dibromoethane (25 mL), DIPEA (3.5 g, 26.9 mmol) was stirred at 30° C. under argon for 72 h. The solvent was removed under reduced pressure and the residue was purified by column chromatography on silica gel (1-2% methanol/dichloroethane) to afford the desired product (2.8 g, 36% yield) as a solid. ESI-MS m/z: 293.1[M+1]+. Conditions: temperature 30 celsius, time 72 hour. Starting materials: [H-].[Al+3].[Li+].[H-].[H-].[H-] (lithium aluminum hydride), COC1=CC=C(C(=O)NC2=C(C=CC=C2)NC2=CC=CC=C2)C=C1 (4-methoxy-N-(2-phenylamino-phenyl)-benzamide). Solvent: C1CCOC1 (THF), C1CCOC1 (THF). Yields the product COC1=CC=C(CNC=2C(=CC=CC2)NC2=CC=CC=C2)C=C1 (N-(4-Methoxybenzyl)-N'-phenyl-benzene-1,2-diamine). As a reaction SMILES: [H-].[Al+3].[Li+].[H-].[H-].[H-].[CH3:7][O:8][C:9]1[CH:30]=[CH:29][C:12]([C:13]([NH:15][C:16]2[CH:21]=[CH:20][CH:19]=[CH:18][C:17]=2[NH:22][C:23]2[CH:28]=[CH:27][CH:26]=[CH:25][CH:24]=2)=O)=[CH:11][CH:10]=1>C1COCC1>[CH3:7][O:8][C:9]1[CH:10]=[CH:11][C:12]([CH2:13][NH:15][C:16]2[C:17]([NH:22][C:23]3[CH:24]=[CH:25][CH:26]=[CH:27][CH:28]=3)=[CH:18][CH:19]=[CH:20][CH:21]=2)=[CH:29][CH:30]=1 |f:0.1.2.3.4.5|. Procedure details: To a stirred solution of lithium aluminum hydride (1.0 g) in THF (40 ml) cooled to 5° C. was added a solution of 4-methoxy-N-(2-phenylamino-phenyl)-benzamide (5.0 g) in THF (30 ml) over a 45 minute period. After complete addition, the reaction mixture was heated to reflux for 1.5 hrs. The solution was cooled to room temperature and excess lithium aluminum hydride was quenched with ethanol until hydrogen evolution ceased. Saturated agueous sodium hydrogen carbonate (100 ml) was added and the resu...